This data is from the Open Reaction Database (ORD), a public repository of structured organic reaction records. The task is: describe an organic reaction: reactants, conditions, products, and yield The reactants are COc1cc2c(cc1OC)C(Cc1ccccc1)NCC2, O=C(Cl)Cc1ccc([N+](=O)[O-])cc1. Yields the product COc1cc2c(cc1OC)C(Cc1ccc([N+](=O)[O-])cc1)NCC2. As a reaction SMILES: [CH2:1]([c:2]1[cH:3][cH:4][cH:5][cH:6][cH:7]1)[CH:8]1[NH:9][CH2:10][CH2:11][c:12]2[cH:13][c:14]([O:20][CH3:21])[c:15]([O:18][CH3:19])[cH:16][c:17]21.[N+:22](=[O:23])([O-:24])[c:25]1[cH:26][cH:27][c:28]([CH2:29][C:30]([Cl:31])=[O:32])[cH:33][cH:34]1>>[CH2:1]([c:2]1[cH:3][cH:4][c:5]([N+:22](=[O:23])[O-:24])[cH:6][cH:7]1)[CH:8]1[NH:9][CH2:10][CH2:11][c:12]2[cH:13][c:14]([O:20][CH3:21])[c:15]([O:18][CH3:19])[cH:16][c:17]21. Starting materials: COC=1C=C(C=CC1)C1CCC(N1CCN1CCOCC1)=O (5-(3-Methoxyphenyl)-1-[2-(4-morpholinyl)ethyl]-2-pyrrolidinone), C([O-])(O)=O.[Na+] (sodium bicarbonate). Run in Br (hydrobromic acid). Reaction conditions: temperature 100 celsius. Product: OC=1C=C(C=CC1)C1CCC(N1CCN1CCOCC1)=O (5-(3-hydroxyphenyl)-1-[2-(4-morpholinyl)ethyl]-2-pyrrolidinone). Yield: 27.0%. Reaction SMILES: C[O:2][C:3]1[CH:4]=[C:5]([CH:9]2[N:13]([CH2:14][CH2:15][N:16]3[CH2:21][CH2:20][O:19][CH2:18][CH2:17]3)[C:12](=[O:22])[CH2:11][CH2:10]2)[CH:6]=[CH:7][CH:8]=1.C(=O)(O)[O-].[Na+]>Br>[OH:2][C:3]1[CH:4]=[C:5]([CH:9]2[N:13]([CH2:14][CH2:15][N:16]3[CH2:17][CH2:18][O:19][CH2:20][CH2:21]3)[C:12](=[O:22])[CH2:11][CH2:10]2)[CH:6]=[CH:7][CH:8]=1 |f:1.2|. Procedure details: 5-(3-Methoxyphenyl)-1-[2-(4-morpholinyl)ethyl]-2-pyrrolidinone (12.8 g) was dissolved in 48% hydrobromic acid (100 ml) and warmed at 100° C. for 4.5 hrs. The reaction mixture was cooled to ambient temperature, neutralized with saturated sodium bicarbonate solution, and the mixture was extracted with dichloromethane (6 times). The combined organic extracts were washed with brine, dried over anhydrous sodium sulfate, filtered, and the filtrate was concentrated. The residue was purified by flash co... Yield: 65.5%. The product is FC(C=1C=C(C=C(C1)C(F)(F)F)NC(=O)C1=C(C2=CC=CC=C2C=C1)O)(F)F (N-[3,5-Bis(trifluoromethyl)phenyl]-1-hydroxy-2-naphthamide). As a reaction SMILES: [OH:1][C:2]1[C:11]2[C:6](=[CH:7][CH:8]=[CH:9][CH:10]=2)[CH:5]=[CH:4][C:3]=1[C:12]([OH:14])=O.[F:15][C:16]([F:29])([F:28])[C:17]1[CH:18]=[C:19]([CH:21]=[C:22]([C:24]([F:27])([F:26])[F:25])[CH:23]=1)[NH2:20]>>[F:15][C:16]([F:28])([F:29])[C:17]1[CH:18]=[C:19]([NH:20][C:12]([C:3]2[CH:4]=[CH:5][C:6]3[C:11](=[CH:10][CH:9]=[CH:8][CH:7]=3)[C:2]=2[OH:1])=[O:14])[CH:21]=[C:22]([C:24]([F:25])([F:27])[F:26])[CH:23]=1. Reactants: OC1=C(C=CC2=CC=CC=C12)C(=O)O (1-hydroxynaphthalene-2-carboxylic acid), FC(C=1C=C(N)C=C(C1)C(F)(F)F)(F)F (3,5-bis(trifluoromethyl)aniline), raw materials. Procedure details: Using 1-hydroxynaphthalene-2-carboxylic acid and 3,5-bis(trifluoromethyl)aniline as the raw materials, the same operation as the example 16 gave the title compound.